Dataset: the Open Reaction Database (ORD), a public repository of structured organic reaction records. Task: describe an organic reaction: reactants, conditions, products, and yield The reactants are O=C([O-])[O-], CN1CN(c2ccccc2)C2(CCNCC2)C1=O, Cc1nsc(-c2ccc(Cl)nn2)n1, Cl, Cl, [K+], [K+]. Yields the product Cc1nsc(-c2ccc(N3CCC4(CC3)C(=O)N(C)CN4c3ccccc3)nn2)n1. RXN SMILES: [C:34](=[O:35])([O-:36])[O-:37].[CH3:16][N:17]1[CH2:18][N:19]([c:28]2[cH:29][cH:30][cH:31][cH:32][cH:33]2)[C:20]2([C:21]1=[O:22])[CH2:23][CH2:24][NH:25][CH2:26][CH2:27]2.[Cl:1][c:2]1[n:3][n:4][c:5](-[c:8]2[n:9][c:10]([CH3:13])[n:11][s:12]2)[cH:6][cH:7]1.[ClH:14].[ClH:15].[K+:38].[K+:39]>>[c:2]1([N:25]2[CH2:24][CH2:23][C:20]3([N:19]([c:28]4[cH:29][cH:30][cH:31][cH:32][cH:33]4)[CH2:18][N:17]([CH3:16])[C:21]3=[O:22])[CH2:27][CH2:26]2)[n:3][n:4][c:5](-[c:8]2[n:9][c:10]([CH3:13])[n:11][s:12]2)[cH:6][cH:7]1. Starting materials: C(C1=CC=CC=C1)OC1=C(C=C(C=C1)[C@H](CBr)O[Si](C)(C)C(C)(C)C)CO ({2-(benzyloxy)-5-[(1R)-2-bromo-1-{[tert-butyl(dimethyl)silyl]oxy}ethyl]phenyl}methanol), Cl.Cl.C(C)(C)(C)N(C(=O)OC1=C(C=C(C=C1)CCCCOC1=CC=C(C=C1)CCN)[C@H](CCN(C(C)C)C(C)C)C1=CC=CC=C1)CCC1=CC=C(C=C1)OCCCCC1=CC(=C(C=C1)O)[C@H](CCN(C(C)C)C(C)C)C1=CC=CC=C1 (4-{4-[4-(2-aminoethyl)phenoxy]butyl}-2-[(1R)-3-(diisopropylamino)-1-phenylpropyl]phenol tert-butyl{2-[4-(4-{3-[(1R)-3-(diisopropylamino)-1-phenylpropyl]-4-hydroxyphenyl}butoxy)phenyl]ethyl}carbamate bis hydrochloride salt). Run in C(O)([O-])=O.[Na+] (sodium hydrogen carbonate), C(O)([O-])=O.[Na+] (sodium hydrogen carbonate), ClCCl (dichloromethane). Reaction conditions: temperature 85 celsius, time 8 hour. Yields the product N (ammonia), C(C1=CC=CC=C1)OC1=C(C=C(C=C1)[C@H](CNCCC1=CC=C(OCCCCC2=CC(=C(C=C2)O)[C@H](CCN(C(C)C)C(C)C)C2=CC=CC=C2)C=C1)O[Si](C)(C)C(C)(C)C)CO (4-{4-[4-(2-{[(2R)-2-[4-(benzyloxy)-3-(hydroxymethyl)phenyl]-2-{[tert-butyl(dimethyl)silyl]oxy}ethyl]amino}ethyl)phenoxy]butyl}-2-[(1R)-3-(diisopropylamino)-1-phenylpropyl]phenol). As a reaction SMILES: Cl.Cl.C([N:7](CCC1C=CC(OCCCCC2C=CC(O)=C([C@@H](C3C=CC=CC=3)CCN(C(C)C)C(C)C)C=2)=CC=1)C([O:10][C:11]1[CH:16]=[CH:15][C:14]([CH2:17][CH2:18][CH2:19][CH2:20][O:21][C:22]2[CH:27]=[CH:26][C:25]([CH2:28][CH2:29][NH2:30])=[CH:24][CH:23]=2)=[CH:13][C:12]=1[C@@H:31]([C:41]1[CH:46]=[CH:45][CH:44]=[CH:43][CH:42]=1)[CH2:32][CH2:33][N:34]([CH:38]([CH3:40])[CH3:39])[CH:35]([CH3:37])[CH3:36])=O)(C)(C)C.[CH2:83]([O:90][C:91]1[CH:96]=[CH:95][C:94]([C@@H:97]([O:100][Si:101]([C:104]([CH3:107])([CH3:106])[CH3:105])([CH3:103])[CH3:102])[CH2:98]Br)=[CH:93][C:92]=1[CH2:108][OH:109])[C:84]1[CH:89]=[CH:88][CH:87]=[CH:86][CH:85]=1>C(=O)([O-])O.[Na+].ClCCl>[NH3:7].[CH2:83]([O:90][C:91]1[CH:96]=[CH:95][C:94]([C@@H:97]([O:100][Si:101]([C:104]([CH3:107])([CH3:106])[CH3:105])([CH3:103])[CH3:102])[CH2:98][NH:30][CH2:29][CH2:28][C:25]2[CH:24]=[CH:23][C:22]([O:21][CH2:20][CH2:19][CH2:18][CH2:17][C:14]3[CH:15]=[CH:16][C:11]([OH:10])=[C:12]([C@@H:31]([C:41]4[CH:42]=[CH:43][CH:44]=[CH:45][CH:46]=4)[CH2:32][CH2:33][N:34]([CH:35]([CH3:36])[CH3:37])[CH:38]([CH3:40])[CH3:39])[CH:13]=3)=[CH:27][CH:26]=2)=[CH:93][C:92]=1[CH2:108][OH:109])[C:84]1[CH:89]=[CH:88][CH:87]=[CH:86][CH:85]=1 |f:0.1.2,4.5|. Procedure details: 4-{4-[4-(2-aminoethyl)phenoxy]butyl}-2-[(1R)-3-(diisopropylamino)-1-phenylpropyl]phenol tert-butyl{2-[4-(4-{3-[(1R)-3-(diisopropylamino)-1-phenylpropyl]-4-hydroxyphenyl}butoxy)phenyl]ethyl}carbamate bis hydrochloride salt (Preparation 13, 1.30 g, 2.26 mmol), was dissolved in a mixture of saturated aqueous sodium hydrogen carbonate and dichloromethane. The organic layer was separated, dried (magnesium sulphate) and the solvent removed in vacuo The residue was dissolved in acetonitrile (10 ml) and...